This data is from the Open Reaction Database (ORD), a public repository of structured organic reaction records. The task is: describe an organic reaction: reactants, conditions, products, and yield Starting materials: CCO, [Cl-], [Fe], O=[N+]([O-])c1cccc2c1cnn2CCN1CCCC1, [NH4+], O. The product is Nc1cccc2c1cnn2CCN1CCCC1. As a reaction SMILES: [CH3:23][CH2:24][OH:25].[Cl-:20].[Fe:22].[N+:1]([O-:2])(=[O:3])[c:4]1[c:5]2[cH:6][n:7][n:8]([CH2:13][CH2:14][N:15]3[CH2:16][CH2:17][CH2:18][CH2:19]3)[c:9]2[cH:10][cH:11][cH:12]1.[NH4+:21].[OH2:26]>>[NH2:1][c:4]1[c:5]2[cH:6][n:7][n:8]([CH2:13][CH2:14][N:15]3[CH2:16][CH2:17][CH2:18][CH2:19]3)[c:9]2[cH:10][cH:11][cH:12]1. Starting materials: C(C)(=O)OC(=O)C1=CC=C(C=C1)N1C(NC(NC1=O)N(C(C)=O)CC(C)C)=O (3-[4-(acetoxycarbonyl)phenyl]-6-[(N-acetyl)isobutylamino]tetrahydro-1,3,5-triazine-2,4-dione), O (water). Run in COCCOC (1,2-dimethoxyethane). Run at time 20 hour. Yields the product C(=O)(O)C1=CC=C(C=C1)N1C(NC(NC1=O)N(C(C)=O)CC(C)C)=O (3-(4-carboxyphenyl)-6-[(N-acetyl)isobutylamino]tetrahydro-1,3,5-triazine-2,4-dione). Isolated yield 38.8%. As a reaction SMILES: C([O:4][C:5]([C:7]1[CH:12]=[CH:11][C:10]([N:13]2[C:18](=[O:19])[NH:17][CH:16]([N:20]([CH2:24][CH:25]([CH3:27])[CH3:26])[C:21](=[O:23])[CH3:22])[NH:15][C:14]2=[O:28])=[CH:9][CH:8]=1)=[O:6])(=O)C.O>COCCOC>[C:5]([C:7]1[CH:8]=[CH:9][C:10]([N:13]2[C:14](=[O:28])[NH:15][CH:16]([N:20]([CH2:24][CH:25]([CH3:26])[CH3:27])[C:21](=[O:23])[CH3:22])[NH:17][C:18]2=[O:19])=[CH:11][CH:12]=1)([OH:6])=[O:4]. Reported procedure: A solution of 3-[4-(acetoxycarbonyl)phenyl]-6-[(N-acetyl)isobutylamino]tetrahydro-1,3,5-triazine-2,4-dione (2.6 g.) in 1,2-dimethoxyethane (20 ml.) containing water (2 ml.) was left for 20 hours and then evaporated. The residue was pressure-chromatographed on silica using a mixture of 44 parts by volume of ethyl acetate and 1 part by volume of acetic acid to yield 3-(4-carboxyphenyl)-6-[(N-acetyl)isobutylamino]tetrahydro-1,3,5-triazine-2,4-dione (0.9 g., 39%), m.p. 191°-193° C. The reactants are ClC1=C(C=NC2=C(C=CC=C12)C(F)(F)F)C(=O)C1=NC=CC=C1 ((4-chloro-8-trifluoromethyl-quinolin-3-yl)-pyridin-2-yl-methanone), FC(C=1C=C(C=CC1)B(O)O)(F)F (3-trifluoromethylphenylboronic acid). Yields the product N1=C(C=CC=C1)C(=O)C=1C=NC2=C(C=CC=C2C1C1=CC(=CC=C1)C(F)(F)F)C(F)(F)F (PYRIDIN-2-YL{8-(TRIFLUOROMETHYL)-4-[3-(TRIFLUOROMETHYL)PHENYL]QUINOLIN-3-YL}METHANONE). Reaction SMILES: Cl[C:2]1[C:11]2[C:6](=[C:7]([C:12]([F:15])([F:14])[F:13])[CH:8]=[CH:9][CH:10]=2)[N:5]=[CH:4][C:3]=1[C:16]([C:18]1[CH:23]=[CH:22][CH:21]=[CH:20][N:19]=1)=[O:17].[F:24][C:25]([F:36])([F:35])[C:26]1[CH:27]=[C:28](B(O)O)[CH:29]=[CH:30][CH:31]=1>>[N:19]1[CH:20]=[CH:21][CH:22]=[CH:23][C:18]=1[C:16]([C:3]1[CH:4]=[N:5][C:6]2[C:11]([C:2]=1[C:30]1[CH:29]=[CH:28][CH:27]=[C:26]([C:25]([F:36])([F:35])[F:24])[CH:31]=1)=[CH:10][CH:9]=[CH:8][C:7]=2[C:12]([F:15])([F:14])[F:13])=[O:17]. Procedure details: This compound was prepared using the procedure of Example 1, step 5 using (4-chloro-8-trifluoromethyl-quinolin-3-yl)-pyridin-2-yl-methanone in place of [4-chloro-8-(trifluoromethyl)quinolin-3-yl](phenyl)methanone and 3-trifluoromethylphenylboronic acid in place of phenyl boronic acid. MS (ESI) m/z 447 ([M+H]+); Anal. Calcd for C23H12F6N2O: C, 61.89; H, 2.71; N, 6.28. Found: C, 61.70; H, 2.66; N, 6.14. Reactants: N#Cc1ccc(CC(NC(=O)OCc2ccccc2)C(=O)O)cc1, Nc1cccc(C(=O)NCCC(=O)OCc2ccccc2)c1, O=C(O)C(F)(F)F. Product: N#Cc1ccc(CC(NC(=O)OCc2ccccc2)C(=O)Nc2cccc(C(=O)NCCC(=O)OCc3ccccc3)c2)cc1. As a reaction SMILES: [CH2:1]([c:2]1[cH:3][cH:4][cH:5][cH:6][cH:7]1)[O:8][C:9](=[O:10])[NH:11][CH:12]([CH2:13][c:14]1[cH:15][cH:16][c:17]([C:20]#[N:21])[cH:18][cH:19]1)[C:22](=[O:23])[OH:24].[CH2:32]([c:33]1[cH:34][cH:35][cH:36][cH:37][cH:38]1)[O:39][C:40]([CH2:41][CH2:42][NH:43][C:44]([c:45]1[cH:46][c:47]([NH2:51])[cH:48][cH:49][cH:50]1)=[O:52])=[O:53].[F:25][C:26]([F:27])([F:28])[C:29]([OH:30])=[O:31]>>[CH2:1]([c:2]1[cH:3][cH:4][cH:5][cH:6][cH:7]1)[O:8][C:9](=[O:10])[NH:11][CH:12]([CH2:13][c:14]1[cH:15][cH:16][c:17]([C:20]#[N:21])[cH:18][cH:19]1)[C:22](=[O:24])[NH:51][c:47]1[cH:46][c:45]([C:44]([NH:43][CH2:42][CH2:41][C:40]([O:39][CH2:32][c:33]2[cH:34][cH:35][cH:36][cH:37][cH:38]2)=[O:53])=[O:52])[cH:50][cH:49][cH:48]1. Starting materials: ClC1=NC=CN=C1OCCOC1=CC=CC=C1 (2-chloro-3-(2-phenoxyethoxy)pyrazine), C(C)N1CCNCC1 (N-ethylpiperazine). Product: C(C)N1CCN(CC1)C=1C(=NC=CN1)OCCOC1=CC=CC=C1 (2-(Phenoxy)ethyl 3-(4-ethyl-1-piperazinyl)-2-pyrazinyl ether). Reaction SMILES: Cl[C:2]1[C:7]([O:8][CH2:9][CH2:10][O:11][C:12]2[CH:17]=[CH:16][CH:15]=[CH:14][CH:13]=2)=[N:6][CH:5]=[CH:4][N:3]=1.[CH2:18]([N:20]1[CH2:25][CH2:24][NH:23][CH2:22][CH2:21]1)[CH3:19]>>[CH2:18]([N:20]1[CH2:25][CH2:24][N:23]([C:2]2[C:7]([O:8][CH2:9][CH2:10][O:11][C:12]3[CH:17]=[CH:16][CH:15]=[CH:14][CH:13]=3)=[N:6][CH:5]=[CH:4][N:3]=2)[CH2:22][CH2:21]1)[CH3:19]. Procedure details: The title compound was prepared according to the procedure described in Example 4, Step 2, starting from 2-chloro-3-(2-phenoxyethoxy)pyrazine (150 mg, 0.60 mmol; from Example 1, Step 1) and N-ethylpiperazine (250 mg, 2.19 mmol) with the exception that a final extraction step between EtOAc and 5% aqueous NaOH was carried out. This gave 127 mg (64%) of the title product. Anal. (C18H24N4O2) C, H, N. The reactants are FC(C(F)F)(S(=O)(=O)[O-])F.[K+] (Potassium 1,1,2,2-tetrafluoroethanesulfonate), [Cl-].C(CCCCCCCCCCCCCCC)[N+]1=CN(C=C1)C (1-Hexadecyl-3-methylimidazolium chloride), [Cl-].C(CCCCCCCCCCCCCCC)[N+]1=CN(C=C1)C (1-hexadecyl-3-methylimidazolium chloride). Run in CC(=O)C (acetone), CC(=O)C (acetone). Reaction conditions: temperature 60 celsius. The product is FC(C(F)F)(S(=O)(=O)[O-])F.C(CCCCCCCCCCCCCCC)[N+]1=CN(C=C1)C (1-hexadecyl-3-methylimidazolium 1,1,2,2-tetrafluoroethanesulfonate). As a reaction SMILES: [Cl-].[CH2:2]([N+:18]1[CH:22]=[CH:21][N:20]([CH3:23])[CH:19]=1)[CH2:3][CH2:4][CH2:5][CH2:6][CH2:7][CH2:8][CH2:9][CH2:10][CH2:11][CH2:12][CH2:13][CH2:14][CH2:15][CH2:16][CH3:17].[F:24][C:25]([F:33])([S:29]([O-:32])(=[O:31])=[O:30])[CH:26]([F:28])[F:27].[K+]>CC(C)=O>[F:24][C:25]([F:33])([S:29]([O-:32])(=[O:31])=[O:30])[CH:26]([F:28])[F:27].[CH2:2]([N+:18]1[CH:22]=[CH:21][N:20]([CH3:23])[CH:19]=1)[CH2:3][CH2:4][CH2:5][CH2:6][CH2:7][CH2:8][CH2:9][CH2:10][CH2:11][CH2:12][CH2:13][CH2:14][CH2:15][CH2:16][CH3:17] |f:0.1,2.3,5.6|. Reported procedure: 1-Hexadecyl-3-methylimidazolium chloride (17.0 g, 0.0496 moles) was partially dissolved in reagent-grade acetone (100 ml) in a large round-bottomed flask and stirred vigorously. Potassium 1,1,2,2-tetrafluoroethanesulfonate (TFES-K, 10.9 g, 0.0495 moles) was added to reagent grade acetone (100 ml) in a separate round-bottomed flask, and this solution was carefully added to the 1-hexadecyl-3-methylimidazolium chloride solution. The reaction mixture was heated at 60 degrees C. under reflux for appr... Reactants: [Br-], CC(=O)[O-], CC(=O)[O-], CC(=O)[O-], CC(=O)[O-], CC(=O)[O-], CC(=O)[O-], CC(=O)[O-], CC(=O)[O-], CC(=O)[O-], CC(=O)O, Cc1ccc(Cl)cc1C, Cc1cccc(Cl)c1C, O=C(O)c1cccc(Cl)c1C(=O)O, [Co+2], [Mn+2], [Na+], [Na+], O, O, O, O, O, O, O, O, O, O, [Zr+4]. Yields the product O=C1OC(=O)c2c(Cl)cccc21. Reaction SMILES: [Br-:25].[C:44]([O-:45])(=[O:46])[CH3:47].[C:49]([O-:50])(=[O:51])[CH3:52].[C:57]([O-:58])(=[O:59])[CH3:60].[C:62]([O-:63])(=[O:64])[CH3:65].[C:66]([O-:67])(=[O:68])[CH3:69].[C:71]([O-:72])(=[O:73])[CH3:74].[C:75]([O-:76])(=[O:77])[CH3:78].[C:79]([O-:80])(=[O:81])[CH3:82].[CH3:20][C:21](=[O:22])[O-:23].[CH3:84][C:85](=[O:86])[OH:87].[Cl:10][c:11]1[cH:12][c:13]([CH3:14])[c:15]([CH3:16])[cH:17][cH:18]1.[Cl:1][c:2]1[cH:3][cH:4][cH:5][c:6]([CH3:7])[c:8]1[CH3:9].[Cl:27][c:28]1[c:29]([C:37](=[O:38])[OH:39])[c:30]([C:31](=[O:32])[OH:33])[cH:34][cH:35][cH:36]1.[Co+2:48].[Mn+2:61].[Na+:19].[Na+:24].[O:26].[OH2:40].[OH2:41].[OH2:42].[OH2:43].[OH2:53].[OH2:54].[OH2:55].[OH2:56].[OH2:83].[Zr+4:70]>>[Cl:27][c:28]1[c:29]2[c:30]([cH:34][cH:35][cH:36]1)[C:31](=[O:33])[O:39][C:37]2=[O:38].